From a dataset of the Open Reaction Database (ORD), a public repository of structured organic reaction records. describe an organic reaction: reactants, conditions, products, and yield The reactants are CCOC(=O)c1ccc(Nc2nc(-c3cccc(NC(=O)c4ccc(C(C)(C)C)cc4)c3)cn3ccnc23)cc1, CCO, [Na+], [OH-]. Yields the product CC(C)(C)c1ccc(C(=O)Nc2cccc(-c3cn4ccnc4c(Nc4ccc(C(=O)O)cc4)n3)c2)cc1. As a reaction SMILES: [CH2:1]([CH3:2])[O:3][C:4]([c:5]1[cH:6][cH:7][c:8]([NH:11][c:12]2[c:13]3[n:14]([cH:15][c:16](-[c:18]4[cH:19][c:20]([NH:24][C:25]([c:26]5[cH:27][cH:28][c:29]([C:32]([CH3:33])([CH3:34])[CH3:35])[cH:30][cH:31]5)=[O:36])[cH:21][cH:22][cH:23]4)[n:17]2)[cH:37][cH:38][n:39]3)[cH:9][cH:10]1)=[O:40].[CH3:43][CH2:44][OH:45].[Na+:42].[OH-:41]>>[O:3]=[C:4]([c:5]1[cH:6][cH:7][c:8]([NH:11][c:12]2[c:13]3[n:14]([cH:15][c:16](-[c:18]4[cH:19][c:20]([NH:24][C:25]([c:26]5[cH:27][cH:28][c:29]([C:32]([CH3:33])([CH3:34])[CH3:35])[cH:30][cH:31]5)=[O:36])[cH:21][cH:22][cH:23]4)[n:17]2)[cH:37][cH:38][n:39]3)[cH:9][cH:10]1)[OH:40].